The task is: describe an organic reaction: reactants, conditions, products, and yield. This data is from the Open Reaction Database (ORD), a public repository of structured organic reaction records. Reactants: [Cl-].[NH4+] (ammonium chloride), C(CCC)[Li] (n-butyllithium), CCCCCC (hexane), 1,1-di(3-furyl)ketone, COCCOC.C1CCOC1.CN1CCCN(C1=O)C (DME THF DMPU). Reagents/catalysts: [Br-].C[P+](C1=CC=CC=C1)(C1=CC=CC=C1)C1=CC=CC=C1 (methyltriphenylphosphonium bromide). Run in O (water), CCOCC (ether). Conditions: time 1 hour. Yields the product O1C=C(C=C1)C(=C)C1=COC=C1 (1,1-di(3-furyl)ethylene). The yield is 86.0%. RXN SMILES: [CH2:1]([Li])[CH2:2][CH2:3]C.CCCCCC.[Cl-].[NH4+].CO[CH2:16][CH2:17][O:18][CH3:19].[CH2:20]1[CH2:24][O:23][CH2:22][CH2:21]1.CN1C(=O)N(C)CCC1>[Br-].C[P+](C1C=CC=CC=1)(C1C=CC=CC=1)C1C=CC=CC=1.CCOCC.O>[O:23]1[CH:24]=[CH:20][C:21]([C:2]([C:3]2[CH:16]=[CH:17][O:18][CH:19]=2)=[CH2:1])=[CH:22]1 |f:2.3,4.5.6,7.8|. Procedure: To a suspension of methyltriphenylphosphonium bromide (145 g; 0.405 mol, dried at 60° C.) in 1 L of ether was added at -20° C. n-butyllithium in hexane (2.5M, 162 ml; 0.405 mol) and the mixture was allowed to stir at room temperature for 1 h. To the above mixture was added 60 g (0.37 mol) of 1,1-di(3-furyl)ketone in 450 ml of DME/THF/DMPU (2:2:0.5) in 10 minutes and the mixture was stirred at room temperature for 1 h. To the above reaction mixture was added saturated ammonium chloride solution (... Reactants: C#Cc1ccccn1, O=C1CCSCC1. Product: C(#Cc1ccccn1)C1=CCSCC1. As a reaction SMILES: [C:1](#[CH:2])[c:3]1[n:4][cH:5][cH:6][cH:7][cH:8]1.[S:9]1[CH2:10][CH2:11][C:12](=[O:15])[CH2:13][CH2:14]1>>[C:1](#[C:2][C:12]1=[CH:11][CH2:10][S:9][CH2:14][CH2:13]1)[c:3]1[n:4][cH:5][cH:6][cH:7][cH:8]1. The reactants are Cl.Cl.NC1CN2CCC1CC2 (3-aminoquinuclidine dihydrochloride), product, C(\C=C/C(=O)[O-])(=O)[O-] (maleate), COC1=CC=C(C(=O)NC(=O)N)C=C1 (4-methoxybenzoylurea), C(C)(C)N(CC)C(C)C (di-isopropylethylamine). Run in N1=CC=CC=C1 (pyridine). Yields the product N12CC(C(CC1)CC2)NC(=O)NC(C2=CC=C(C=C2)OC)=O (N-[[[1-azabicyclo[2.2.2]octan-3-yl]amino]carbonyl]-4-methoxybenzamide). Reaction SMILES: Cl.Cl.[NH2:3][CH:4]1[CH:9]2[CH2:10][CH2:11][N:6]([CH2:7][CH2:8]2)[CH2:5]1.[CH3:12][O:13][C:14]1[CH:25]=[CH:24][C:17]([C:18]([NH:20][C:21](N)=[O:22])=[O:19])=[CH:16][CH:15]=1.C(N(C(C)C)CC)(C)C.C([O-])(=O)/C=C\C([O-])=O>N1C=CC=CC=1>[N:6]12[CH2:11][CH2:10][CH:9]([CH2:8][CH2:7]1)[CH:4]([NH:3][C:21]([NH:20][C:18](=[O:19])[C:17]1[CH:24]=[CH:25][C:14]([O:13][CH3:12])=[CH:15][CH:16]=1)=[O:22])[CH2:5]2 |f:0.1.2|. Procedure details: The above compound was prepared, following the procedure of Example 14b, from 3-aminoquinuclidine dihydrochloride (1.0 g, 5 mmol), 4-methoxybenzoylurea (0.97 g, 5 mmol) and di-isopropylethylamine (1.29 g, 10 mmol) in pyridine (20 ml). The product (1.12 g) was converted to 1:1 maleate half hydrate, mp 166°-168° C. Starting materials: C(C(C)C)O (isobutanol), C(C1=CC=CC=C1)NC (N-benzyl-N-methylamine), C=O (formaldehyde), C([O-])([O-])=O.[K+].[K+] (Potassium carbonate). Reaction conditions: time 8 hour. Yields the product C(C(C)C)OCN(C)CC1=CC=CC=C1 (N-benzyl-N-methylaminomethyl isobutyl ether). RXN SMILES: [CH2:1]([OH:5])[CH:2]([CH3:4])[CH3:3].[CH2:6]([NH:13][CH3:14])[C:7]1[CH:12]=[CH:11][CH:10]=[CH:9][CH:8]=1.C=O.[C:17](=O)([O-])[O-].[K+].[K+]>>[CH2:1]([O:5][CH2:14][N:13]([CH2:6][C:7]1[CH:12]=[CH:11][CH:10]=[CH:9][CH:8]=1)[CH3:17])[CH:2]([CH3:4])[CH3:3] |f:3.4.5|. Procedure details: To a solution of isobutanol (19.2 g., 0.26 mole) and N-benzyl-N-methylamine (30 g., 0.25 mole) is added excess 40 percent formaldehyde (25 g.). The mixture reacts exothermically, and two layers form. Potassium carbonate is added to form a saturated aqueous layer. The mixture is stirred overnight, then extracted thoroughly with diethyl ether. The ether layer is dried, then evaporated under vacuum to provide a residual oil. The residue is distilled under vacuum to provide N-benzyl-N-methylaminomet... RXN SMILES: [C:1]([O:5][C:6]([N:8]([C@H:16]1[CH2:24][O:23][CH2:22][C@H](O)[C@@H:20](O)[C@H:19]([CH3:27])[O:18][C:17]1=[O:28])[C:9](=[O:15])[O:10][C:11]([CH3:14])([CH3:13])[CH3:12])=[O:7])([CH3:4])([CH3:3])[CH3:2].[O-]S([O-])(=O)=O.[Na+].[Na+].CN(C1C2C(N(C)C)=CC=CC=2C=CC=1)C.F[B-](F)(F)F.C[O+:58]([CH3:60])[CH3:59].C[CH2:62][O:63]C(C)=O>C(Cl)Cl>[C:1]([O:5][C:6]([N:8]([C@H:16]1[CH2:24][O:23][CH2:22][C@H:59]([O:58][CH3:60])[C@@H:20]([O:63][CH3:62])[C@H:19]([CH3:27])[O:18][C:17]1=[O:28])[C:9](=[O:15])[O:10][C:11]([CH3:14])([CH3:12])[CH3:13])=[O:7])([CH3:4])([CH3:2])[CH3:3] |f:1.2.3,5.6|. Solvent: C(Cl)Cl (CH2Cl2). Yield: 57.0%. Reported procedure: To solution of tert-butyl N-tert-butoxycarbonyl-N-[(3S,7S,8R,9S)-7,8-dihydroxy-9-methyl-2-oxo-1,5-dioxonan-3-yl]carbamate (0.220 g, 0.543 mmol) and Na2SO4 (500 mg) in CH2Cl2 (5.4 mL) at 0° C. was added Proton-Sponge™ (1.63 g, 7.60 mmol) and trimethyloxonium tetrafluoroborate (0.562 g, 3.80 mmol). The reaction mixture was slowly warmed to room temperature and stirred overnight. The reaction mixture was diluted with EtOAc and filtered. The organic layer was washed successively with H2O, 1 M aqueou... Starting materials: C(C)(C)(C)OC(=O)N(C(OC(C)(C)C)=O)[C@@H]1C(O[C@H]([C@@H]([C@H](COC1)O)O)C)=O (tert-butyl N-tert-butoxycarbonyl-N-[(3S,7S,8R,9S)-7,8-dihydroxy-9-methyl-2-oxo-1,5-dioxonan-3-yl]carbamate), [O-]S(=O)(=O)[O-].[Na+].[Na+] (Na2SO4), CN(C)C1=CC=CC2=C1C(=CC=C2)N(C)C (Proton-Sponge), F[B-](F)(F)F.C[O+](C)C (trimethyloxonium tetrafluoroborate), CCOC(=O)C (EtOAc). The product is C(C)(C)(C)OC(=O)N(C(OC(C)(C)C)=O)[C@@H]1C(O[C@H]([C@@H]([C@H](COC1)OC)OC)C)=O (tert-butyl N-tert-butoxycarbonyl-N-[(3S,7S,8S,9S)-7,8-dimethoxy-9-methyl-2-oxo-1,5-dioxonan-3-yl]carbamate). Reaction conditions: time 8 hour.